This data is from the Open Reaction Database (ORD), a public repository of structured organic reaction records. The task is: describe an organic reaction: reactants, conditions, products, and yield The reactants are C1=CC=CC=2C3=CC=CC=C3C(=CC12)C=O (9-phenanthrenecarbaldehyde), CC(CO)(CO)N (2-methyl-2-amino-1,3-propanediol), C1(=CC=C(C=C1)S(=O)(=O)O)C (p-toluenesulfonic acid), [BH3-]C#N.[Na+] (NaBH3CN), [BH3-]C#N.[Na+] (NaBH3CN), Cl (HCl), solution, Cl (HCl), CC1=C(C=C(C(=C1Br)O)Br)C2(C=3C=CC=CC3S(=O)(=O)O2)C=4C=C(C(=C(C4C)Br)O)Br (bromocresol green). Run in CCO (EtOH), C1(=CC=CC=C1)C (PhCH3), CCOCC (ether), O (H2O), O (H2O), CCO (EtOH), CCO (EtOH). Conditions: time 8 hour. Yields the product Cl.CC(CO)(CO)NCC=1C2=CC=CC=C2C=2C=CC=CC2C1 (2-methyl-2-((9-phenanthrenylmethyl)amino)-1,3-propanediol hydrochloride). The yield is 36.0%. Reaction SMILES: [CH:1]1[C:14]2[CH:13]=[C:12]([CH:15]=O)[C:11]3[C:6](=[CH:7][CH:8]=[CH:9][CH:10]=3)[C:5]=2[CH:4]=[CH:3][CH:2]=1.[CH3:17][C:18]([NH2:23])([CH2:21][OH:22])[CH2:19][OH:20].C1(C)C=CC(S(O)(=O)=O)=CC=1.[BH3-]C#N.[Na+].CC1C(Br)=C(O)C(Br)=CC=1C1(C2C=C(Br)C(O)=C(Br)C=2C)OS(=O)(=O)C2C=CC=CC1=2.[ClH:70]>CCO.CCOCC.O.C1(C)C=CC=CC=1>[ClH:70].[CH3:17][C:18]([NH:23][CH2:15][C:12]1[C:11]2[C:6]([C:5]3[CH:4]=[CH:3][CH:2]=[CH:1][C:14]=3[CH:13]=1)=[CH:7][CH:8]=[CH:9][CH:10]=2)([CH2:21][OH:22])[CH2:19][OH:20] |f:3.4,11.12|. Reported procedure: To a 2 L Erlenmeyer flask was added 9-phenanthrenecarbaldehyde (Aldrich Chemical Co., Milwaukee, WI, 53201, 20.63 g, 0.1 mol), 2-methyl-2-amino-1,3-propanediol (Aldrich, 9.13 g, 86.8 mmol), p-toluenesulfonic acid.H2O (Eastman Kodak Co., Rochester, NY, 14650, 0.1 g, 0.5 mmol), and PhCH3 (500 mL). The mixture was warmed to reflux for a few minutes and H2O (2-3 mL) was driven off. The resulting golden colored solution was allowed to cool to RT, diluted with absolute EtOH (500 mL) and stirred overni... Reactants: Cl.NO (hydroxylamine hydrochloride), NC1=C(C(=O)C2=CC=CC=C2)C=C(C=C1)Cl (2-amino-5-chlorobenzophenone), C1(=CC=CC=C1)N=C=O (phenyl isocyanate). Solvent: C(C)O (ethanol). The product is ClC=1C=C2C(=[N+](C(NC2=CC1)=O)[O-])C1=CC=CC=C1 (6-chloro-4-phenyl-2(1H)-quinazolinone 3-oxide). Yield: 69.1%. RXN SMILES: [NH2:1][C:2]1[CH:15]=[CH:14][C:13]([Cl:16])=[CH:12][C:3]=1[C:4]([C:6]1[CH:11]=[CH:10][CH:9]=[CH:8][CH:7]=1)=O.C1([N:23]=[C:24]=[O:25])C=CC=CC=1.Cl.N[OH:28]>C(O)C>[Cl:16][C:13]1[CH:12]=[C:3]2[C:2](=[CH:15][CH:14]=1)[NH:1][C:24](=[O:25])[N+:23]([O-:28])=[C:4]2[C:6]1[CH:11]=[CH:10][CH:9]=[CH:8][CH:7]=1 |f:2.3|. Reported procedure: A mixture of 12.6 g (0.05 mole) of 2-amino-5-chlorobenzophenone and 6.55 g (0.055 mole) of phenyl isocyanate was heated on a steam-bath for 30 min., and then 250 ml ethanol and 10.43 g (0.15 mole) of hydroxylamine hydrochloride were added and mixture was refluxed for 2 days and then cooled. The solid precipitate that formed was collected on a filter, washed with ethanol, and dried in air to give 9.42 g (69%) of 6-chloro-4-phenyl-2(1H)-quinazolinone 3-oxide as yellow crystals, mp 267°-269°.